This data is from the Open Reaction Database (ORD), a public repository of structured organic reaction records. The task is: describe an organic reaction: reactants, conditions, products, and yield Reactants: O=C([O-])[O-], CC(O)(c1ccc(N2CCN(S(=O)(=O)c3cccs3)CC2COS(C)(=O)=O)cc1)C(F)(F)F, CC#N, [Cs+], [Cs+], O, c1cnc2[nH]ccc2n1. Product: CC(O)(c1ccc(N2CCN(S(=O)(=O)c3cccs3)CC2Cn2ccc3nccnc32)cc1)C(F)(F)F. Reaction SMILES: [C:43](=[O:44])([O-:45])[O-:46].[CH3:1][S:2]([O:3][CH2:6][CH:7]1[N:8]([c:21]2[cH:22][cH:23][c:24]([C:27]([C:28]([F:29])([F:30])[F:31])([CH3:32])[OH:33])[cH:25][cH:26]2)[CH2:9][CH2:10][N:11]([S:13](=[O:14])(=[O:15])[c:16]2[s:17][cH:18][cH:19][cH:20]2)[CH2:12]1)(=[O:4])=[O:5].[CH3:49][C:50]#[N:51].[Cs+:47].[Cs+:48].[OH2:52].[n:34]1[c:35]2[c:36]([n:37][cH:38][cH:39]1)[nH:40][cH:41][cH:42]2>>[CH2:6]([CH:7]1[N:8]([c:21]2[cH:22][cH:23][c:24]([C:27]([C:28]([F:29])([F:30])[F:31])([CH3:32])[OH:33])[cH:25][cH:26]2)[CH2:9][CH2:10][N:11]([S:13](=[O:14])(=[O:15])[c:16]2[s:17][cH:18][cH:19][cH:20]2)[CH2:12]1)[n:40]1[c:36]2[c:35]([n:34][cH:39][cH:38][n:37]2)[cH:42][cH:41]1. The reactants are ClC1=C(C(=NC2=CC(=CC(=C12)F)F)C=1C=NC(=CC1)F)C (4-chloro-5,7-difluoro-2-(6-fluoropyridin-3-yl)-3-methylquinoline), CN1CCNCC1 (1-methylpiperazine), C([O-])([O-])=O.[K+].[K+] (potassium carbonate). Reaction conditions: temperature 80 celsius, time 19 hour. Yields the product ClC1=C(C(=NC2=CC(=CC(=C12)F)F)C=1C=NC(=CC1)N1CCN(CC1)C)C (4-chloro-5,7-difluoro-3-methyl-2-(6-(4-methylpiperazin-1-yl)pyridin-3-yl)quinoline). Run in O (water). As a reaction SMILES: [Cl:1][C:2]1[C:11]2[C:6](=[CH:7][C:8]([F:13])=[CH:9][C:10]=2[F:12])[N:5]=[C:4]([C:14]2[CH:15]=[N:16][C:17](F)=[CH:18][CH:19]=2)[C:3]=1[CH3:21].[CH3:22][N:23]1[CH2:28][CH2:27][NH:26][CH2:25][CH2:24]1.C(=O)([O-])[O-].[K+].[K+]>O>[Cl:1][C:2]1[C:11]2[C:6](=[CH:7][C:8]([F:13])=[CH:9][C:10]=2[F:12])[N:5]=[C:4]([C:14]2[CH:15]=[N:16][C:17]([N:26]3[CH2:27][CH2:28][N:23]([CH3:22])[CH2:24][CH2:25]3)=[CH:18][CH:19]=2)[C:3]=1[CH3:21] |f:2.3.4|. Reported procedure: To a stirred solution of 4-chloro-5,7-difluoro-2-(6-fluoropyridin-3-yl)-3-methylquinoline (0.1 g, 0.324 mmol) in dmf (0.025 mL, 0.32 mmol) was added 1-methylpiperazine (0.036 g, 0.356 mmol) followed by potassium carbonate (0.090 g, 0.65 mmol). The reaction was stirred at 80° C. and stirring continued for 19 h. After which, the reaction mixture was cooled to rt and water was added. The crude reaction mixture was extracted with EtOAc, dried over magnesium sulfate and concd in vacuo. The crude mate... Starting materials: [OH-].[K+] (potassium hydroxide), C(#N)C1=CC=C(C=C1)C1=CC=C(C=C1)OCCCCCCCCCCC(=O)OCC (ethyl 11-(4-cyanobiphenyl-4'-oxy)undecylate). Run in C(C)O (Ethanol). Product: C(#N)C1=CC=C(C=C1)C1=CC=C(C=C1)OCCCCCCCCCCC(=O)O (11-(4-cyanobiphenyl-4'-oxy)undecanoic acid). Yield: 74.0%. Reaction SMILES: [OH-].[K+].[C:3]([C:5]1[CH:10]=[CH:9][C:8]([C:11]2[CH:16]=[CH:15][C:14]([O:17][CH2:18][CH2:19][CH2:20][CH2:21][CH2:22][CH2:23][CH2:24][CH2:25][CH2:26][CH2:27][C:28]([O:30]CC)=[O:29])=[CH:13][CH:12]=2)=[CH:7][CH:6]=1)#[N:4]>C(O)C>[C:3]([C:5]1[CH:6]=[CH:7][C:8]([C:11]2[CH:16]=[CH:15][C:14]([O:17][CH2:18][CH2:19][CH2:20][CH2:21][CH2:22][CH2:23][CH2:24][CH2:25][CH2:26][CH2:27][C:28]([OH:30])=[O:29])=[CH:13][CH:12]=2)=[CH:9][CH:10]=1)#[N:4] |f:0.1|. Reported procedure: Ethanol solution with 1.4 g of potassium hydroxide dissolved therein was added to 7.7 g of ethyl 11-(4-cyanobiphenyl-4'-oxy)undecylate obtained in step 2. The mixture was reacted under reflux conditions for 24 hours to obtain 11-(4-cyanobiphenyl-4'-oxy)undecanoic acid which is the target compound. The yield was about 74%. Product: C(C)(C)(C)C1=CC(=C(C=N1)C=1N([C@]([C@](N1)(C)C1=CC=C(C=C1)Cl)(C)C1=CC=C(C=C1)Cl)C(=O)N1CCC(CC1)=O)OCC (1-[(4S,5R)-2-(6-tert-Butyl-4-ethoxy-pyridin-3-yl)-4,5-bis-(4-chloro-phenyl)-4,5-dimethyl-4,5-dihydro-imidazole-1-carbonyl]-piperidin-4-one). RXN SMILES: [C:1]([C:5]1[N:10]=[CH:9][C:8]([C:11]2[N:12]([C:32](Cl)=[O:33])[C@@:13]([C:25]3[CH:30]=[CH:29][C:28]([Cl:31])=[CH:27][CH:26]=3)([CH3:24])[C@@:14]([C:17]3[CH:22]=[CH:21][C:20]([Cl:23])=[CH:19][CH:18]=3)([CH3:16])[N:15]=2)=[C:7]([O:35][CH2:36][CH3:37])[CH:6]=1)([CH3:4])([CH3:3])[CH3:2].[NH:38]1[CH2:43][CH2:42][C:41](=[O:44])[CH2:40][CH2:39]1>>[C:1]([C:5]1[N:10]=[CH:9][C:8]([C:11]2[N:12]([C:32]([N:38]3[CH2:43][CH2:42][C:41](=[O:44])[CH2:40][CH2:39]3)=[O:33])[C@@:13]([C:25]3[CH:26]=[CH:27][C:28]([Cl:31])=[CH:29][CH:30]=3)([CH3:24])[C@@:14]([C:17]3[CH:18]=[CH:19][C:20]([Cl:23])=[CH:21][CH:22]=3)([CH3:16])[N:15]=2)=[C:7]([O:35][CH2:36][CH3:37])[CH:6]=1)([CH3:4])([CH3:2])[CH3:3]. Procedure: In a manner analogous to the method described in example 3, (4S,5R)-2-(6-tert-butyl-4-ethoxy-pyridin-3-yl)-4,5-bis-(4-chloro-phenyl)-4,5-dimethyl-4,5-dihydro-imidazole-1-carbonyl chloride (example 51) was reacted with piperidin-4-one (Aldrich) to give the title compound. HR-MS (ES, m/z) calculated for C34H39Cl2N4O3 [(M+H)+] 621.2394, observed 621.2395. The reactants are C(C)(C)(C)C1=CC(=C(C=N1)C=1N([C@]([C@](N1)(C)C1=CC=C(C=C1)Cl)(C)C1=CC=C(C=C1)Cl)C(=O)Cl)OCC ((4S,5R)-2-(6-tert-butyl-4-ethoxy-pyridin-3-yl)-4,5-bis-(4-chloro-phenyl)-4,5-dimethyl-4,5-dihydro-imidazole-1-carbonyl chloride), N1CCC(CC1)=O (piperidin-4-one). The reactants are BrCc1ccccc1, COC(=O)c1cccc2[nH]c3c(c12)C(=O)CCC3, O=C([O-])[O-], [K+], [K+], CN(C)C=O, O. Reaction SMILES: [Br:19][CH2:20][c:21]1[cH:22][cH:23][cH:24][cH:25][cH:26]1.[C:1](=[O:2])([O:3][CH3:4])[c:5]1[c:6]2[c:7]3[c:12]([nH:13][c:14]2[cH:15][cH:16][cH:17]1)[CH2:11][CH2:10][CH2:9][C:8]3=[O:18].[C:27](=[O:28])([O-:29])[O-:30].[K+:31].[K+:32].[O:33]=[CH:34][N:35]([CH3:36])[CH3:37].[OH2:38]>>[C:1](=[O:2])([O:3][CH3:4])[c:5]1[c:6]2[c:7]3[c:12]([n:13]([CH2:20][c:21]4[cH:22][cH:23][cH:24][cH:25][cH:26]4)[c:14]2[cH:15][cH:16][cH:17]1)[CH2:11][CH2:10][CH2:9][C:8]3=[O:18]. The product is COC(=O)c1cccc2c1c1c(n2Cc2ccccc2)CCCC1=O. Reaction SMILES: [CH2:1]1[C:9]2[C:4](=[CH:5][C:6]([CH2:10][CH2:11][CH2:12]Br)=[CH:7][CH:8]=2)[CH2:3][CH2:2]1.[NH:14]1[CH2:19][CH2:18][CH2:17][CH2:16][CH2:15]1>C1(C)C=CC=CC=1.CCOCC>[CH2:1]1[C:9]2[C:4](=[CH:5][C:6]([CH2:10][CH2:11][CH2:12][N:14]3[CH2:19][CH2:18][CH2:17][CH2:16][CH2:15]3)=[CH:7][CH:8]=2)[CH2:3][CH2:2]1. Reported procedure: The crude 3-(5-Indanyl)-1-bromopropane (13.0 g, 0.054 M) is dissolved in 200 ml toluene and treated with 50 g of piperidine. The mixture is heated under reflux overnight, then cooled and diluted with ether to precipitate salts. The salts are removed by filtration and the solvent removed from the filtrate in vacuo. The residue is distilled collecting 8.4 g (64%) of desired product boiling at 135°-140° (0.15 mm). Yields the product C1CCC2=CC(=CC=C12)CCCN1CCCCC1 (1-[3-(5-Indanyl)propyl]piperidine). Run in C1(=CC=CC=C1)C (toluene), CCOCC (ether). Starting materials: C1CCC2=CC(=CC=C12)CCCBr (3-(5-Indanyl)-1-bromopropane), N1CCCCC1 (piperidine).